From a dataset of the Open Reaction Database (ORD), a public repository of structured organic reaction records. describe an organic reaction: reactants, conditions, products, and yield The reactants are C1(=CC=CC=C1)C1N(O1)S(=O)(=O)C1=CC=CC=C1 (3-phenyl-2-(phenylsulfonyl)-1,2-oxaziridine), C[Si](C)(C)[N-][Si](C)(C)C.[K+] (KHMDS), ClC1=C(C(=NC=2N1N=C(C2)C(=O)OCC)C)CC(=O)OCC (ethyl 7-chloro-6-(2-ethoxy-2-oxoethyl)-5-methylpyrazolo[1,5-a]pyrimidine-2-carboxylate). The solvent is C1CCOC1 (THF), C1CCOC1 (THF), C1CCOC1 (THF). Conditions: time 30 minute. The product is ClC1=C(C(=NC=2N1N=C(C2)C(=O)OCC)C)C(C(=O)OCC)O (ethyl 7-chloro-6-(2-ethoxy-1-hydroxy-2-oxoethyl)-5-methylpyrazolo[1,5-a]pyrimidine-2-carboxylate). Yield: 54.9%. RXN SMILES: C[Si]([N-][Si](C)(C)C)(C)C.[K+].[Cl:11][C:12]1[N:17]2[N:18]=[C:19]([C:21]([O:23][CH2:24][CH3:25])=[O:22])[CH:20]=[C:16]2[N:15]=[C:14]([CH3:26])[C:13]=1[CH2:27][C:28]([O:30][CH2:31][CH3:32])=[O:29].C1(C2[O:41]N2S(C2C=CC=CC=2)(=O)=O)C=CC=CC=1>C1COCC1>[Cl:11][C:12]1[N:17]2[N:18]=[C:19]([C:21]([O:23][CH2:24][CH3:25])=[O:22])[CH:20]=[C:16]2[N:15]=[C:14]([CH3:26])[C:13]=1[CH:27]([OH:41])[C:28]([O:30][CH2:31][CH3:32])=[O:29] |f:0.1|. Reported procedure: To a stirred solution of 0.9M KHMDS (40.9 mL, 36.8 mmol) in THF (100 mL) at −78° C. was added a THF (50 mL) solution of ethyl 7-chloro-6-(2-ethoxy-2-oxoethyl)-5-methylpyrazolo[1,5-a]pyrimidine-2-carboxylate (10 g, 30.7 mmol, for synthesis see WO2013025584) was added over the course of 20 min. After 30 min, a THF (15 mL) solution of 3-phenyl-2-(phenylsulfonyl)-1,2-oxaziridine (10.43 g, 39.9 mmol) was added to the red reaction mixture and stirring was continued for an additional 30 min at −78° C. ... Product: Clc1cnc(Cl)c2cc(Sc3ccccc3)ccc12. Reactants: CC#N, O=c1[nH]cc(Cl)c2ccc(Sc3ccccc3)cc12, O, O=P(Cl)(Cl)Cl. As a reaction SMILES: [CH3:26][C:27]#[N:28].[Cl:6][c:7]1[cH:8][nH:9][c:10](=[O:24])[c:11]2[cH:12][c:13]([S:17][c:18]3[cH:19][cH:20][cH:21][cH:22][cH:23]3)[cH:14][cH:15][c:16]12.[OH2:25].[P:1]([Cl:2])([Cl:3])([Cl:4])=[O:5]>>[Cl:3][c:10]1[n:9][cH:8][c:7]([Cl:6])[c:16]2[c:11]1[cH:12][c:13]([S:17][c:18]1[cH:19][cH:20][cH:21][cH:22][cH:23]1)[cH:14][cH:15]2. The solvent is C(Cl)Cl (CH2Cl2). Starting materials: CCCCCC (hexane), FC1=C(C=C(C=C1)F)[C@@H]1N(CCC1)C1=NC=2N(C=C1)N=CC2C#N ((R)-5-(2-(2,5-difluorophenyl)pyrrolidin-1-yl)pyrazolo[1,5-a]pyrimidine-3-carbonitrile), OS(=O)(=O)O (H2SO4), O (H2O). Procedure details: The product from Step B (3.00 g, 8.85 mmol) was added in small portions over 5 minutes to concentrated H2SO4 (30 mL) and the mixture was stirred at ambient temperature for 2 hours (homogeneous after 5 minutes). The solution was slowly added to chilled H2O (300 mL) with stirring and the mixture was extracted with EtOAc. The combined EtOAc portions were washed with H2O, 1M Na2CO3 and saturated NaCl. The EtOAc solution was dried over MgSO4/activated carbon, filtered through a packed Celite pad and ... Run at time 5 minute. Product: FC1=C(C=C(C=C1)F)[C@@H]1N(CCC1)C1=NC=2N(C=C1)N=CC2C(=O)N ((R)-5-(2-(2,5-difluorophenyl)pyrrolidin-1-yl)pyrazolo[1,5-a]pyrimidine-3-carboxamide). Reaction SMILES: [F:1][C:2]1[CH:7]=[CH:6][C:5]([F:8])=[CH:4][C:3]=1[C@H:9]1[CH2:13][CH2:12][CH2:11][N:10]1[C:14]1[CH:19]=[CH:18][N:17]2[N:20]=[CH:21][C:22]([C:23]#[N:24])=[C:16]2[N:15]=1.[OH:25]S(O)(=O)=O.O.CCCCCC>C(Cl)Cl>[F:1][C:2]1[CH:7]=[CH:6][C:5]([F:8])=[CH:4][C:3]=1[C@H:9]1[CH2:13][CH2:12][CH2:11][N:10]1[C:14]1[CH:19]=[CH:18][N:17]2[N:20]=[CH:21][C:22]([C:23]([NH2:24])=[O:25])=[C:16]2[N:15]=1. Reactants: COC(=O)C1SC=CC1OC(C)=O (3-acetoxydihydrothiophene-2-carboxylic acid methyl ester), S(=O)(=O)(Cl)Cl (sulfuryl chloride). Solvent: C(Cl)(Cl)(Cl)Cl (CCl4). Product: COC(=O)C=1SC=CC1OC(C)=O (3-acetoxythiophene-2-carboxylic acid methyl ester). Yield: 79.0%. RXN SMILES: [CH3:1][O:2][C:3]([CH:5]1[CH:9]([O:10][C:11](=[O:13])[CH3:12])[CH:8]=[CH:7][S:6]1)=[O:4].S(Cl)(Cl)(=O)=O>C(Cl)(Cl)(Cl)Cl>[CH3:1][O:2][C:3]([C:5]1[S:6][CH:7]=[CH:8][C:9]=1[O:10][C:11](=[O:13])[CH3:12])=[O:4]. Procedure: 20.2 Parts of 3-acetoxydihydrothiophene-2-carboxylic acid methyl ester are reacted with 6.75 parts by volume of sulfuryl chloride in 150 parts by volume of CCl4 at 0° C. for one hour. The end product is isolated from the reaction mixture by the method described in Example 14c). 15.8 parts (79% of theory) of 3-acetoxythiophene-2-carboxylic acid methyl ester of boiling point 84°-86° C./0.04 mbar are obtained. Reactants: BrC1=CC2=C(N(C(=N2)C2=CC=C(C=C2)C(C)C)CCOC)C(=C1)OC (5-bromo-2-(4-isopropyl-phenyl)-7-methoxy-1-(2-methoxy-ethyl)-1H-benzoimidazole), [Li]CCCC (n-BuLi), FN(S(=O)(=O)C1=CC=CC=C1)S(=O)(=O)C1=CC=CC=C1 (N-fluoro-bis(phenylsulfonyl)amine). The solvent is C1CCOC1 (THF). Reaction conditions: temperature -78 celsius, time 45 minute. The product is FC1=CC2=C(N(C(=N2)C2=CC=C(C=C2)C(C)C)CCOC)C(=C1)OC (5-fluoro-2-(4-isopropyl-phenyl)-7-methoxy-1-(2-methoxy-ethyl)-1H-benzoimidazole). Yield: 11.9%. Reaction SMILES: Br[C:2]1[CH:23]=[C:22]([O:24][CH3:25])[C:5]2[N:6]([CH2:18][CH2:19][O:20][CH3:21])[C:7]([C:9]3[CH:14]=[CH:13][C:12]([CH:15]([CH3:17])[CH3:16])=[CH:11][CH:10]=3)=[N:8][C:4]=2[CH:3]=1.[Li]CCCC.[F:31]N(S(C1C=CC=CC=1)(=O)=O)S(C1C=CC=CC=1)(=O)=O>C1COCC1>[F:31][C:2]1[CH:23]=[C:22]([O:24][CH3:25])[C:5]2[N:6]([CH2:18][CH2:19][O:20][CH3:21])[C:7]([C:9]3[CH:14]=[CH:13][C:12]([CH:15]([CH3:17])[CH3:16])=[CH:11][CH:10]=3)=[N:8][C:4]=2[CH:3]=1. Procedure details: To a solution of 400 mg (0.98 mmol) 5-bromo-2-(4-isopropyl-phenyl)-7-methoxy-1-(2-methoxy-ethyl)-1H-benzoimidazole in 3 ml dry THF, n-BuLi (0.740 ml, 1.18 mmol) is added slowly at −78° C. After stirring for 45 min. at −78° C. N-fluoro-bis(phenylsulfonyl)amine (568.7 mg, 1.77 mmol) is added. Stirring at −78° C. is continued for another hour and then the reaction mixture is warmed to room temperature. After that the reaction mixture is poured on water and extracted (3×) with ethyl acetate. The com...